This data is from the Open Reaction Database (ORD), a public repository of structured organic reaction records. The task is: describe an organic reaction: reactants, conditions, products, and yield The reactants are C(C=CC1=CC=CC=C1)(=O)OC(C)(C)C (t-butyl cinnamate), O1CCCC1 (tetrahydrofuran), enolate, (+)-(camphorsulphonyl)-oxaziridine, O1CCCC1 (tetrahydrofuran), C(C=C)N[C@H](C1=CC=CC=C1)C ((S)-N-Allyl-α-methylbenzylamine), O1CCCC1 (tetrahydrofuran), [NH2-].[Li+] (lithium amide), C(CCC)[Li] (butyllithium). Conditions: temperature 0 celsius, time 1 hour. The product is C(C=C)N([C@H]([C@@H](C(=O)OC(C)(C)C)O)C1=CC=CC=C1)[C@H](C1=CC=CC=C1)C ((2S,3S,αS)-t-Butyl 3-(N-allyl-α-methylbenzylamino)-2-hydroxy-3-phenylpropionate). Yield: 95.0%. RXN SMILES: [CH2:1]([NH:4][C@@H:5]([CH3:12])[C:6]1[CH:11]=[CH:10][CH:9]=[CH:8][CH:7]=1)[CH:2]=[CH2:3].C([Li])CCC.[NH2-].[Li+].[C:20]([O:30][C:31]([CH3:34])([CH3:33])[CH3:32])(=[O:29])[CH:21]=[CH:22][C:23]1[CH:28]=[CH:27][CH:26]=[CH:25][CH:24]=1.[O:35]1CCCC1>>[CH2:1]([N:4]([C@@H:5]([CH3:12])[C:6]1[CH:11]=[CH:10][CH:9]=[CH:8][CH:7]=1)[C@@H:22]([C:23]1[CH:24]=[CH:25][CH:26]=[CH:27][CH:28]=1)[C@H:21]([OH:35])[C:20]([O:30][C:31]([CH3:34])([CH3:33])[CH3:32])=[O:29])[CH:2]=[CH2:3] |f:2.3|. Reported procedure: A solution of (S)-N-allyl-α-methylbenzylamine (2) (1.94 g, 12.1 mmol) in anhydrous tetrahydrofuran (25 ml) was cooled to -78° C. and 1.6M butyllithium (6.03 ml, 9.6 mmol) was added dropwise via a syringe. The resulting orange lithium amide solution was stirred at -78° C. for 1 hour. A solution of t-butyl cinnamate (7) (1.64 g, 8.1 mmol) in anhydrous tetrahydrofuran (15 ml) was then added via a cannula and the solution was stirred for a further 1 hour. The resulting yellow enolate solution was th...